This data is from the Open Reaction Database (ORD), a public repository of structured organic reaction records. The task is: describe an organic reaction: reactants, conditions, products, and yield Reactants: COC=C1C(NC(C2=CC=C(C=C12)OCCN1CCOCC1)=O)=O (4-methoxymethylene-6-(2-morpholin-4-yl-ethoxy)-4H-isoquinoline-1,3-dione), CN1CCN(CC1)C1=CC=C(C=C1)N (4-(4-methyl-piperazin-1-yl)-phenylamine). Run in CN(C=O)C (N,N-dimethylformamide). Run at temperature 110 celsius. The product is CN1CCN(CC1)C1=CC=C(C=C1)NC=C1C(NC(C2=CC=C(C=C12)OCCN1CCOCC1)=O)=O (4-{[4-(4-Methyl-piperazin-1-yl)-phenylamino]-methylene}-6-(2-morpholin-4-yl-ethoxy)-4H-isoquinoline-1,3-dione). Isolated yield 41.8%. Reaction SMILES: CO[CH:3]=[C:4]1[C:13]2[C:8](=[CH:9][CH:10]=[C:11]([O:14][CH2:15][CH2:16][N:17]3[CH2:22][CH2:21][O:20][CH2:19][CH2:18]3)[CH:12]=2)[C:7](=[O:23])[NH:6][C:5]1=[O:24].[CH3:25][N:26]1[CH2:31][CH2:30][N:29]([C:32]2[CH:37]=[CH:36][C:35]([NH2:38])=[CH:34][CH:33]=2)[CH2:28][CH2:27]1>CN(C)C=O>[CH3:25][N:26]1[CH2:27][CH2:28][N:29]([C:32]2[CH:37]=[CH:36][C:35]([NH:38][CH:3]=[C:4]3[C:13]4[C:8](=[CH:9][CH:10]=[C:11]([O:14][CH2:15][CH2:16][N:17]5[CH2:18][CH2:19][O:20][CH2:21][CH2:22]5)[CH:12]=4)[C:7](=[O:23])[NH:6][C:5]3=[O:24])=[CH:34][CH:33]=2)[CH2:30][CH2:31]1. Procedure: A mixture of 4-methoxymethylene-6-(2-morpholin-4-yl-ethoxy)-4H-isoquinoline-1,3-dione (115 mg, 0.35 mmole), N,N-dimethylformamide (1 mL) and 4-(4-methyl-piperazin-1-yl)-phenylamine (66 mg, 0.35 mmole) is stirred and heated at 110° C. for one hour, cooled in the refrigerator. The reaction mixture is evaporated to dryness, taken up in 5% methanol in chloroform and passed through a short pad of Florisil eluting with 5% methanol in chloroform. The eluate is evaporated in vacuo and treated with ether... The reactants are O=C1N(C2=CC=CC=C2C12COC1=CC3=C(OCCO3)C=C12)CC1=CC=C(C(=O)O)C=C1 (4-[(2′-oxo-2,3-dihydrospiro[furo[2,3-g][1,4]benzodioxine-8,3′-indol]-1′(2′H)-yl)methyl]benzoic acid), S(=O)(Cl)Cl (thionyl chloride). Run in C(Cl)(Cl)Cl (chloroform). Yields the product O=C1N(C2=CC=CC=C2C12COC1=CC3=C(OCCO3)C=C12)CC1=CC=C(C(=O)Cl)C=C1 (4-[(2′-oxo-2,3-dihydrospiro[furo[2,3-g][1,4]benzodioxine-8,3′-indol]-1′(2′H)-yl)methyl]benzoyl chloride). Isolated yield 108.0%. RXN SMILES: [O:1]=[C:2]1[C:10]2([C:22]3[C:13](=[CH:14][C:15]4[O:20][CH2:19][CH2:18][O:17][C:16]=4[CH:21]=3)[O:12][CH2:11]2)[C:9]2[C:4](=[CH:5][CH:6]=[CH:7][CH:8]=2)[N:3]1[CH2:23][C:24]1[CH:32]=[CH:31][C:27]([C:28](O)=[O:29])=[CH:26][CH:25]=1.S(Cl)([Cl:35])=O>C(Cl)(Cl)Cl>[O:1]=[C:2]1[C:10]2([C:22]3[C:13](=[CH:14][C:15]4[O:20][CH2:19][CH2:18][O:17][C:16]=4[CH:21]=3)[O:12][CH2:11]2)[C:9]2[C:4](=[CH:5][CH:6]=[CH:7][CH:8]=2)[N:3]1[CH2:23][C:24]1[CH:32]=[CH:31][C:27]([C:28]([Cl:35])=[O:29])=[CH:26][CH:25]=1. Reported procedure: To a stirred solution of 4-[(2′-oxo-2,3-dihydrospiro[furo[2,3-g][1,4]benzodioxine-8,3′-indol]-1′(2′H)-yl)methyl]benzoic acid (0.400 g, 0.93 mmol) in anhydrous chloroform (20 mL) was added thionyl chloride (0.27 mL, 3.7 mmol). The solution was heated at reflux for 2 h and concentrated in vacuo to afford 4-[(2′-oxo-2,3-dihydrospiro[furo[2,3-g][1,4]benzodioxine-8,3′-indol]-1′(2′H)-yl)methyl]benzoyl chloride (0.45 g) as a pale yellow solid. To a solution of 2-fluoroaniline (0.1 mL, 1.0 mmol) and tri... Reactants: C1CCOC1, COC(=O)C(Cc1ccc(-c2ccccc2S(=O)(=O)NC(C)(C)C)cc1)NC(=O)c1c(Cl)cccc1Cl, CO, [Li+], [OH-], O. Product: CC(C)(C)NS(=O)(=O)c1ccccc1-c1ccc(CC(NC(=O)c2c(Cl)cccc2Cl)C(=O)O)cc1. RXN SMILES: [CH2:42]1[O:43][CH2:44][CH2:45][CH2:46]1.[CH3:1][O:2][C:3]([CH:4]([NH:5][C:6]([c:7]1[c:8]([Cl:14])[cH:9][cH:10][cH:11][c:12]1[Cl:13])=[O:15])[CH2:16][c:17]1[cH:18][cH:19][c:20](-[c:23]2[c:24]([S:29]([NH:30][C:31]([CH3:32])([CH3:33])[CH3:34])(=[O:35])=[O:36])[cH:25][cH:26][cH:27][cH:28]2)[cH:21][cH:22]1)=[O:37].[CH3:40][OH:41].[Li+:39].[OH-:38].[OH2:47]>>[O:2]=[C:3]([CH:4]([NH:5][C:6]([c:7]1[c:8]([Cl:14])[cH:9][cH:10][cH:11][c:12]1[Cl:13])=[O:15])[CH2:16][c:17]1[cH:18][cH:19][c:20](-[c:23]2[c:24]([S:29]([NH:30][C:31]([CH3:32])([CH3:33])[CH3:34])(=[O:35])=[O:36])[cH:25][cH:26][cH:27][cH:28]2)[cH:21][cH:22]1)[OH:37]. The reactants are C(Cl)(Cl)Cl (CHCl3), C(C)C1C=2C(C=C(C(C2CC=C1)=O)OC)=O (5,8-dihydro-5-ethyl-2-methoxynaphthalene-1,4-dione), [K+].[Br-] (KBr), ClCl (Cl2), CCO (EtOH). Run in CCOC(=O)C (EtOAc), C(Cl)(Cl)(Cl)Cl (CCl4). Run at temperature 25 celsius, time 30 minute. Yields the product ClC1C(C=2C(C=C(C(C2CC1Cl)=O)OC)=O)CC (5,6,7,8-Tetrahydro-6,7-dichloro-5-ethyl-2-methoxynaphthalene-1,4-dione). RXN SMILES: [CH2:1]([CH:3]1[CH:12]=C[CH2:10][C:9]2[C:8](=[O:13])[C:7]([O:14][CH3:15])=[CH:6][C:5](=[O:16])[C:4]1=2)[CH3:2].[Cl:17]Cl.CCO.[K+].[Br-].[CH:24]([Cl:27])(Cl)Cl>C(Cl)(Cl)(Cl)Cl.CCOC(C)=O>[Cl:17][CH:12]1[CH:24]([Cl:27])[CH2:10][C:9]2[C:8](=[O:13])[C:7]([O:14][CH3:15])=[CH:6][C:5](=[O:16])[C:4]=2[CH:3]1[CH2:1][CH3:2] |f:3.4|. Procedure: To a stirred solution of 5,8-dihydro-5-ethyl-2-methoxynaphthalene-1,4-dione (2.00 g, 9.16 mmol) in CHCl3 (100 mL, passed through silica gel prior to use), a solution of Cl2 in CCl4 (8.3 mL, ~1.1M) was added dropwise over a 5 min period. After addition, the reaction was allowed to stir an additional 30 min at 25° C. Analysis (NMR) indicated partial consumption of the starting material. An additional portion of the Cl2 solution (4 mL) was added. The reaction was allowed to stir at 25° C. for 1 hr....